Dataset: the Open Reaction Database (ORD), a public repository of structured organic reaction records. Task: describe an organic reaction: reactants, conditions, products, and yield Reactants: ClC=1C=NC=C(C(=NO)Cl)C1 (5-Chloro-N-hydroxynicotinimidoyl chloride), C(#C)C1=CC=CC=C1 (1-ethynyl-benzene), N (NH3). The product is ClC=1C=C(C=NC1)C1=NOC(=C1)C1=CC=CC=C1 (3-(5-Chloropyridin-3-yl)-5-phenylisoxazole). RXN SMILES: [Cl:1][C:2]1[CH:3]=[N:4][CH:5]=[C:6]([CH:11]=1)[C:7](Cl)=[N:8][OH:9].[C:12]([C:14]1[CH:19]=[CH:18][CH:17]=[CH:16][CH:15]=1)#[CH:13].N>>[Cl:1][C:2]1[CH:11]=[C:6]([C:7]2[CH:13]=[C:12]([C:14]3[CH:19]=[CH:18][CH:17]=[CH:16][CH:15]=3)[O:9][N:8]=2)[CH:5]=[N:4][CH:3]=1. Procedure details: The titled compound was prepared according to Method CB using the product of Example 69B (57 mg, 0.3 mmol) and 1-ethynyl-benzene (Aldrich, 31 mg, 0.3 mmol). 1H NMR (300 MHz, DMSO-d6) δ 7.52-7.66 (m, 3H), 7.78 (s, 1H), 7.85-7.98 (m, 2H), 8.45 (t, J=2.1 Hz, 1H), 8.80 (d, J=2.4 Hz, 1H), 9.09 (d, J=1.7 Hz, 1H) ppm; MS (DCI/NH3) m/z 257 (M+H)+, 259 (M+H)+. Reactants: C(C)O (ethanol), [N+](=O)([O-])C1=CC=C(OC2=CC=C(C=C2)CC(=O)O)C=C1 ([p-(p-nitrophenoxy)phenyl]acetic acid), Cl (HCl), C(C)O (ethanol), O (water). Product: [N+](=O)([O-])C1=CC=C(OC2=CC=C(C=C2)CC(=O)OCC)C=C1 (Ethyl [p-(p-nitrophenoxy)phenyl]acetate). Reaction SMILES: [N+:1]([C:4]1[CH:20]=[CH:19][C:7]([O:8][C:9]2[CH:14]=[CH:13][C:12]([CH2:15][C:16]([OH:18])=[O:17])=[CH:11][CH:10]=2)=[CH:6][CH:5]=1)([O-:3])=[O:2].Cl.O.[CH2:23](O)[CH3:24]>>[N+:1]([C:4]1[CH:5]=[CH:6][C:7]([O:8][C:9]2[CH:14]=[CH:13][C:12]([CH2:15][C:16]([O:18][CH2:23][CH3:24])=[O:17])=[CH:11][CH:10]=2)=[CH:19][CH:20]=1)([O-:3])=[O:2]. Procedure details: A solution of 27.3 g of [p-(p-nitrophenoxy)phenyl]acetic acid in 270 ml of ethanol is cooled to 0° C and saturated with dry HCl gas over 3 1/2 hours. The resulting deep red solution is heated to reflux and maintained at reflux overnight. A yellow crystalline solid separates on cooling. The entire mixture is poured into 500 ml of water and extracted with three 200 ml portions of benzene. The combined extracts are washed with two 150 ml portions of water, two 150 ml portions of saturated NaHCO3, 1... The reactants are C(C)(=O)OC=1C=CC2=C(SC(=C2)C)C1 (6-acetoxy-2-methylbenzo[b]thiophene), C(C(=O)Cl)(=O)Cl (oxalyl chloride), [Al+3].[Cl-].[Cl-].[Cl-] (AlCl3), COC=1C=CC2=C(SC(=C2C(=O)Cl)C)C1 (6-methoxy-2-methylbenzo[b]thiophene-3-carbonyl chloride), C(=O)([O-])[O-].[K+].[K+] (K2CO3). Run in CO (MeOH). Reaction conditions: time 3 hour. Yields the product OC=1C=CC2=C(SC(=C2C(=O)OC)C)C1 (Methyl 6-hydroxy-2-methylbenzo[b]thiophene-3-carboxylate). Yield: 87.0%. As a reaction SMILES: [C:1](OC1C=CC2C=C(C)SC=2C=1)(=[O:3])C.C(Cl)(=O)C(Cl)=O.[Al+3].[Cl-].[Cl-].[Cl-].C[O:26][C:27]1[CH:28]=[CH:29][C:30]2[C:34]([C:35](Cl)=[O:36])=[C:33]([CH3:38])[S:32][C:31]=2[CH:39]=1.C([O-])([O-])=O.[K+].[K+]>CO>[OH:26][C:27]1[CH:28]=[CH:29][C:30]2[C:34]([C:35]([O:3][CH3:1])=[O:36])=[C:33]([CH3:38])[S:32][C:31]=2[CH:39]=1 |f:2.3.4.5,7.8.9|. Procedure details: This material was prepared from 6-acetoxy-2-methylbenzo[b]thiophene 8b (500 mg, 2.42 mmole) by acylation with oxalyl chloride in the presence of AlCl3 as previously described for example 1c. A solution of the crude 6-methoxy-2-methylbenzo[b]thiophene-3-carbonyl chloride in MeOH (24 ml) was cooled to 0° C. prior to the addition of K2CO3 (351 mg, 2.66 mmole). The reaction was warmed to ambient temperature and stirred 3 hours. The solvent was removed, in vacuo, and the resulting residue was diluted... Starting materials: BrCCO (2-bromoethanol), CC(C1=CC=CC=C1)N (α-methylbenzylamine), Br (hydrobromic acid). Solvent: ClCCl (dichloromethane). Reaction conditions: temperature 51 celsius, time 50 hour. Yields the product Br.BrCCNC(C1=CC=CC=C1)C (N-(2-bromoethyl)-α-methylbenzylamine Hydrobromide). Isolated yield 109.8%. As a reaction SMILES: [CH3:1][CH:2]([NH2:9])[C:3]1[CH:8]=[CH:7][CH:6]=[CH:5][CH:4]=1.[Br:10][CH2:11][CH2:12]O.Br>ClCCl>[BrH:10].[Br:10][CH2:11][CH2:12][NH:9][CH:2]([CH3:1])[C:3]1[CH:8]=[CH:7][CH:6]=[CH:5][CH:4]=1 |f:4.5|. Procedure: 76.61 g (630 mmole) of α-methylbenzylamine was dissolved in 77 ml of dichloromethane and 94.8 g (760 mmole) of 2-bromoethanol was added thereto. This mixture was stirred at 51° C. for 50 hours to complete the reaction. The reaction solution was concentrated under reduced pressure and 286.4 ml (2500 mmole) of 48% aqueous hydrobromic acid solution was added thereto and allowed to react at 126° C. for 30 minutes under refluxing. The reaction solution was then distilled for 2 hours under normal pres... Reactants: CN1CC2=C(N(C=3C=CC(=CC23)C)CC(=O)O)CC1 (2-(1,2,3,4-tetrahydro-2,8-dimethylpyrido[4,3-b]indol-5-yl)acetic acid), C1CCC(CC1)N=C=NC2CCCCC2 (DCC), C(=O)(C(F)(F)F)O (TFA), N1CCOCC1 (morpholine). Reagents/catalysts: CN(C)C=1C=CN=CC1 (DMAP). Run in C(Cl)Cl (DCM). Conditions: time 5 minute. Yields the product CN1CC2=C(N(C=3C=CC(=CC23)C)CC(=O)N2CCOCC2)CC1 (2-(1,2,3,4-tetrahydro-2,8-dimethylpyrido[4,3-b]indol-5-yl)-1-morpholino ethanone). The yield is 8.0%. RXN SMILES: [CH3:1][N:2]1[CH2:19][CH2:18][C:5]2[N:6]([CH2:14][C:15](O)=[O:16])[C:7]3[CH:8]=[CH:9][C:10]([CH3:13])=[CH:11][C:12]=3[C:4]=2[CH2:3]1.C1CCC(N=C=NC2CCCCC2)CC1.[NH:35]1[CH2:40][CH2:39][O:38][CH2:37][CH2:36]1.C(O)(C(F)(F)F)=O>C(Cl)Cl.CN(C1C=CN=CC=1)C>[CH3:1][N:2]1[CH2:19][CH2:18][C:5]2[N:6]([CH2:14][C:15]([N:35]3[CH2:40][CH2:39][O:38][CH2:37][CH2:36]3)=[O:16])[C:7]3[CH:8]=[CH:9][C:10]([CH3:13])=[CH:11][C:12]=3[C:4]=2[CH2:3]1. Procedure: To a solution of 2-(1,2,3,4-tetrahydro-2,8-dimethylpyrido[4,3-b]indol-5-yl)acetic acid (100 mg, 0.38 mmol) in DCM (10 ml) was added DCC (95 mg, 0.46 mmol), DMAP (56 mg, 0.46 mmol), and stirred for 5 min at RT, morpholine (1 ml, 11.5 mmol) was added and stirred at 25 deg C. for 14 h. The reaction mixture was concentrated to dryness and The resulting crude was purified by reverse-phase chromatography (C-18, 500 mm×50 mm, Mobile Phase A=0.05% TFA in water, B=0.05% TFA in acetonitrile, Gradient: 10%... Starting materials: C(C)(=O)C1=CN(C2=NC(=CC=C21)OC)CC(=O)O ((3-acetyl-6-methoxy-pyrrolo[2,3-b]pyridin-1-yl)-acetic acid), N1C=CC=2C1=NC(=CC2)C#N (1H-pyrrolo[2,3-b]pyridine-6-carbonitrile). Procedure: was prepared using similar procedures as described for the synthesis of (3-acetyl-6-methoxy-pyrrolo[2,3-b]pyridin-1-yl)-acetic acid in Scheme A15 from 1H-pyrrolo[2,3-b]pyridine-6-carbonitrile. MS (UPLC/MS): 244.1 [M+H]+, 242.1 [M−H]−; tR (HPLC conditions f): 1.42 min. Reaction SMILES: [C:1]([C:4]1[C:12]2[C:7](=[N:8][C:9](OC)=[CH:10][CH:11]=2)[N:6]([CH2:15][C:16]([OH:18])=[O:17])[CH:5]=1)(=[O:3])[CH3:2].[NH:19]1C2=NC(C#N)=CC=C2C=[CH:20]1>>[C:1]([C:4]1[C:12]2[C:7](=[N:8][C:9]([C:20]#[N:19])=[CH:10][CH:11]=2)[N:6]([CH2:15][C:16]([OH:18])=[O:17])[CH:5]=1)(=[O:3])[CH3:2]. The product is C(C)(=O)C1=CN(C2=NC(=CC=C21)C#N)CC(=O)O ((3-Acetyl-6-cyano-pyrrolo[2,3-b]pyridin-1-yl)-acetic acid). The reactants are O=c1[nH]sc2c1c(=O)c1cc(F)c(Br)cc1n2C1CC1, C#Cc1ccccn1, CC(C)NC(C)C, CN(C)C=O. The product is O=c1[nH]sc2c1c(=O)c1cc(F)c(C#Cc3ccccn3)cc1n2C1CC1. As a reaction SMILES: [Br:1][c:2]1[c:3]([F:20])[cH:4][c:5]2[c:6](=[O:19])[c:7]3[c:8]([n:9]([CH:12]4[CH2:13][CH2:14]4)[c:10]2[cH:11]1)[s:15][nH:16][c:17]3=[O:18].[C:21](#[CH:22])[c:23]1[n:24][cH:25][cH:26][cH:27][cH:28]1.[CH:29]([NH:30][CH:31]([CH3:32])[CH3:33])([CH3:34])[CH3:35].[O:36]=[CH:37][N:38]([CH3:39])[CH3:40]>>[c:2]1([C:22]#[C:21][c:23]2[n:24][cH:25][cH:26][cH:27][cH:28]2)[c:3]([F:20])[cH:4][c:5]2[c:6](=[O:19])[c:7]3[c:8]([n:9]([CH:12]4[CH2:13][CH2:14]4)[c:10]2[cH:11]1)[s:15][nH:16][c:17]3=[O:18]. The reactants are BrC=1C=CC(=C(CC=2C=CC3=C(N(CCO3)C(C(F)(F)F)=O)C2)C1)Cl (1-[6-(5-bromo-2-chloro-benzyl)-2,3-dihydro-benzo[1,4]oxazin-4-yl]-2,2,2-trifluoro-ethanone), [BH4-].[Na+] (NaBH4). The solvent is C(C)O (ethanol). Run at time 8 hour. RXN SMILES: [Br:1][C:2]1[CH:3]=[CH:4][C:5]([Cl:25])=[C:6]([CH:24]=1)[CH2:7][C:8]1[CH:9]=[CH:10][C:11]2[O:16][CH2:15][CH2:14][N:13](C(=O)C(F)(F)F)[C:12]=2[CH:23]=1.[BH4-].[Na+]>C(O)C>[Br:1][C:2]1[CH:3]=[CH:4][C:5]([Cl:25])=[C:6]([CH:24]=1)[CH2:7][C:8]1[CH:9]=[CH:10][C:11]2[O:16][CH2:15][CH2:14][NH:13][C:12]=2[CH:23]=1 |f:1.2|. Product: BrC=1C=CC(=C(CC=2C=CC3=C(NCCO3)C2)C1)Cl (6-(5-bromo-2-chloro-benzyl)-3,4-dihydro-2H-benzo[1,4]oxazine). Procedure: To a stirred solution of 1-[6-(5-bromo-2-chloro-benzyl)-2,3-dihydro-benzo[1,4]oxazin-4-yl]-2,2,2-trifluoro-ethanone (8.6 g, 19.8 mmol) in ethanol (40 mL) was added NaBH4 portion wise and the reaction mixture was stirred overnight. The excess of NaBH4 was quenched by adding aq. HCl. Ethanol was evaporated and the residue was partitioned between dichloromethane and water. Organic layer was washed with brine, water, dried over sodium sulfate followed by evaporation of solvent furnished 6-(5-bromo-2... The yield is 91.0%. Starting materials: C(O)([O-])=O.[Na+] (sodium hydrogen carbonate), C(=O)[C@@H]1O[C@@H](OC[C@@H]1C\C=C/CCCC(=O)OC)C ((2R,4R,5S)-4-formyl-5-[(Z)-6-methoxycarbonyl-2-hexenyl]-2-methyl-1,3-dioxane), NCC1=NC=CC=C1 (2-aminomethylpyridine), C(#N)[BH3-].[Na+] (sodium cyanoborohydride). Run in CO (methanol), C(C)(=O)O (acetic acid). Reaction conditions: time 8 hour. The product is COC(=O)CCC\C=C/C[C@@H]1[C@@H](O[C@@H](OC1)C)CNCC1=NC=CC=C1 ((2R,4R,5S)-5-[(Z)-6-methoxycarbonyl-2-hexenyl]-2-methyl-4-(2-pyridylmethylaminomethyl)-1,3-dioxane). As a reaction SMILES: [CH:1]([C@H:3]1[C@@H:8]([CH2:9]/[CH:10]=[CH:11]\[CH2:12][CH2:13][CH2:14][C:15]([O:17][CH3:18])=[O:16])[CH2:7][O:6][C@@H:5]([CH3:19])[O:4]1)=O.[NH2:20][CH2:21][C:22]1[CH:27]=[CH:26][CH:25]=[CH:24][N:23]=1.C([BH3-])#N.[Na+].C(=O)([O-])O.[Na+]>CO.C(O)(=O)C>[CH3:18][O:17][C:15]([CH2:14][CH2:13][CH2:12]/[CH:11]=[CH:10]\[CH2:9][C@H:8]1[CH2:7][O:6][C@@H:5]([CH3:19])[O:4][C@H:3]1[CH2:1][NH:20][CH2:21][C:22]1[CH:27]=[CH:26][CH:25]=[CH:24][N:23]=1)=[O:16] |f:2.3,4.5|. Procedure details: To a mixture of (2R,4R,5S)-4-formyl-5-[(Z)-6-methoxycarbonyl-2-hexenyl]-2-methyl-1,3-dioxane (200 mg) and 2-aminomethylpyridine (0.15 ml) in a mixture of methanol (4 ml) and acetic acid (1 ml) was added sodium cyanoborohydride (100 ml) and the solution was stirred at room temperature overnight. The mixture was neutralized with saturated aqueous sodium hydrogen carbonate and extracted with chloroform. The organic extract was washed with brine and dried over magnesium sulfate. The solvent was evap...